From a dataset of the Open Reaction Database (ORD), a public repository of structured organic reaction records. describe an organic reaction: reactants, conditions, products, and yield Starting materials: C(C)(=O)O (acetic acid), O\N=C(/C(=O)O)\C=1N=C(SC1)NC(C1=CC=CC=C1)(C1=CC=CC=C1)C1=CC=CC=C1 ((Z)-2-Hydroxyimino-2-(2-tritylaminothiazol-4-yl)acetic acid), C1(=CC=CC=C1)C(=[N+]=[N-])C1=CC=CC=C1 (diphenyldiazomethane). Run in ClCCl (dichloromethane), ClCCl (dichloromethane). Reaction conditions: time 2 hour. The product is O\N=C(/C(=O)OC(C1=CC=CC=C1)C1=CC=CC=C1)\C=1N=C(SC1)NC(C1=CC=CC=C1)(C1=CC=CC=C1)C1=CC=CC=C1 (Diphenylmethyl (Z)-2-hydroxyimino-2-(2-tritylaminothiazol-4-yl)acetate). RXN SMILES: [OH:1]/[N:2]=[C:3](/[C:7]1[N:8]=[C:9]([NH:12][C:13]([C:26]2[CH:31]=[CH:30][CH:29]=[CH:28][CH:27]=2)([C:20]2[CH:25]=[CH:24][CH:23]=[CH:22][CH:21]=2)[C:14]2[CH:19]=[CH:18][CH:17]=[CH:16][CH:15]=2)[S:10][CH:11]=1)\[C:4]([OH:6])=[O:5].[C:32]1([C:38]([C:41]2[CH:46]=[CH:45][CH:44]=[CH:43][CH:42]=2)=[N+]=[N-])[CH:37]=[CH:36][CH:35]=[CH:34][CH:33]=1.C(O)(=O)C>ClCCl>[OH:1]/[N:2]=[C:3](/[C:7]1[N:8]=[C:9]([NH:12][C:13]([C:14]2[CH:19]=[CH:18][CH:17]=[CH:16][CH:15]=2)([C:26]2[CH:31]=[CH:30][CH:29]=[CH:28][CH:27]=2)[C:20]2[CH:21]=[CH:22][CH:23]=[CH:24][CH:25]=2)[S:10][CH:11]=1)\[C:4]([O:6][CH:38]([C:32]1[CH:37]=[CH:36][CH:35]=[CH:34][CH:33]=1)[C:41]1[CH:46]=[CH:45][CH:44]=[CH:43][CH:42]=1)=[O:5]. Procedure: (Z)-2-Hydroxyimino-2-(2-tritylaminothiazol-4-yl)acetic acid (4.2 g) as a suspension in dichloromethane (150 ml) was treated with a solution of diphenyldiazomethane (1.91 g) in dichloromethane (50 ml) in a dropwise fashion, over 5 min. After 2 h stirring at room temperature, acetic acid (1 ml) was added and stirred for a further 30 min. The solution was washed with saturated sodium bicarbonate and water, dried and filtered. Removal of solvent in vacuo gave a yellow crisp foam which was purified b... Starting materials: [Br-], Cc1ccccc1, CCCC[N+](CCCC)(CCCC)CCCC, ClP(c1ccccc1)c1ccccc1, CC(C)c1nc(N(C)S(C)(=O)=O)nc(-c2ccc(F)cc2)c1CO, [K+], [OH-]. As a reaction SMILES: [Br-:48].[CH3:41][c:42]1[cH:43][cH:44][cH:45][cH:46][cH:47]1.[CH3:49][CH2:50][CH2:51][CH2:52][N+:53]([CH2:54][CH2:55][CH2:56][CH3:57])([CH2:58][CH2:59][CH2:60][CH3:61])[CH2:62][CH2:63][CH2:64][CH3:65].[Cl:25][P:26]([c:27]1[cH:28][cH:29][cH:30][cH:31][cH:32]1)[c:33]1[cH:34][cH:35][cH:36][cH:37][cH:38]1.[F:1][c:2]1[cH:3][cH:4][c:5](-[c:8]2[n:9][c:10]([N:19]([S:20](=[O:21])(=[O:22])[CH3:23])[CH3:24])[n:11][c:12]([CH:16]([CH3:17])[CH3:18])[c:13]2[CH2:14][OH:15])[cH:6][cH:7]1.[K+:40].[OH-:39]>>[F:1][c:2]1[cH:3][cH:4][c:5](-[c:8]2[n:9][c:10]([N:19]([S:20](=[O:21])(=[O:22])[CH3:23])[CH3:24])[n:11][c:12]([CH:16]([CH3:17])[CH3:18])[c:13]2[CH2:14][P:26]([c:27]2[cH:28][cH:29][cH:30][cH:31][cH:32]2)([c:33]2[cH:34][cH:35][cH:36][cH:37][cH:38]2)=[O:39])[cH:6][cH:7]1. Yields the product CC(C)c1nc(N(C)S(C)(=O)=O)nc(-c2ccc(F)cc2)c1CP(=O)(c1ccccc1)c1ccccc1. Starting materials: CCOC(=O)C(=O)OCC, CCCCCC, Nc1cccc(S)c1. Yields the product CCOC(=O)C(=O)Nc1cccc(S)c1. RXN SMILES: [C:9]([C:10](=[O:11])[O:12][CH2:13][CH3:14])(=[O:15])[O:16][CH2:17][CH3:18].[CH3:19][CH2:20][CH2:21][CH2:22][CH2:23][CH3:24].[NH2:1][c:2]1[cH:3][c:4]([SH:8])[cH:5][cH:6][cH:7]1>>[NH:1]([c:2]1[cH:3][c:4]([SH:8])[cH:5][cH:6][cH:7]1)[C:9]([C:10](=[O:11])[O:12][CH2:13][CH3:14])=[O:15]. Reactants: CC(C)(C)c1ccc(CNCCc2ccccc2)cc1, ClCCCl, ClCCl, Cl, O=C(O)c1c(F)c(F)cc2cc[nH]c12. Yields the product CC(C)(C)c1ccc(CN(CCc2ccccc2)C(=O)c2c(F)c(F)cc3cc[nH]c23)cc1. As a reaction SMILES: [C:15]([CH3:16])([CH3:17])([CH3:18])[c:19]1[cH:20][cH:21][c:22]([CH2:23][NH:24][CH2:25][CH2:26][c:27]2[cH:28][cH:29][cH:30][cH:31][cH:32]2)[cH:33][cH:34]1.[CH2:35]([Cl:36])[CH2:37][Cl:38].[Cl:40][CH2:41][Cl:42].[ClH:39].[F:1][c:2]1[cH:3][c:4]2[cH:5][cH:6][nH:7][c:8]2[c:9]([C:12](=[O:13])[OH:14])[c:10]1[F:11]>>[F:1][c:2]1[cH:3][c:4]2[cH:5][cH:6][nH:7][c:8]2[c:9]([C:12](=[O:14])[N:24]([CH2:23][c:22]2[cH:21][cH:20][c:19]([C:15]([CH3:16])([CH3:17])[CH3:18])[cH:34][cH:33]2)[CH2:25][CH2:26][c:27]2[cH:28][cH:29][cH:30][cH:31][cH:32]2)[c:10]1[F:11].